From a dataset of the Open Reaction Database (ORD), a public repository of structured organic reaction records. describe an organic reaction: reactants, conditions, products, and yield Reactants: BrC1=CC=C(S1)S(=O)(=O)Cl (5-bromothiophene-2-sulfonylchloride), [H-].[Na+] (NaH), C1CCOC1 (THF), [H-].[Na+] (NaH), C(C)(C)(C)OC(\C=C\C1=CNC=C1)=O ((E)-3-(1H-pyrrol-3-yl)-acrylic acid tert-butyl ester). Solvent: O (water). Reaction conditions: temperature -30 celsius, time 0.5 hour. Yields the product C(C)(C)(C)OC(\C=C\C1=CN(C=C1)S(=O)(=O)C=1SC(=CC1)Br)=O ((E)-3-[1-(5-Bromo-thiophene-2-sulfonyl)-1H-pyrrol-3-yl]-acrylic acid tert-butyl ester). Reaction SMILES: [H-].[Na+].C1COCC1.[C:8]([O:12][C:13](=[O:21])/[CH:14]=[CH:15]/[C:16]1[CH:20]=[CH:19][NH:18][CH:17]=1)([CH3:11])([CH3:10])[CH3:9].[Br:22][C:23]1[S:27][C:26]([S:28](Cl)(=[O:30])=[O:29])=[CH:25][CH:24]=1>O>[C:8]([O:12][C:13](=[O:21])/[CH:14]=[CH:15]/[C:16]1[CH:20]=[CH:19][N:18]([S:28]([C:26]2[S:27][C:23]([Br:22])=[CH:24][CH:25]=2)(=[O:30])=[O:29])[CH:17]=1)([CH3:11])([CH3:9])[CH3:10] |f:0.1|. Procedure details: A mixture of 0.53 g NaH (60%) with 40.0 ml THF is cooled down to −30° C. and 3.1 g (E)-3-(1H-pyrrol-3-yl)-acrylic acid tert-butyl ester are added. During the addition it is liberated a gas. The solution is stirred at ambient temperature for 0.5 h. Then 5.0 g of 5-bromothiophene-2-sulfonylchloride is added by -30° C. The mixture is stirred at ambient temperature for 24 h. The NaH is hydrolyzed with water and the solution is extracted with ethyl acetate. The title compound is isolated by flash chr... The reactants are NC=1SC(=C(N1)CC(=O)OC)C (methyl 2-(2-amino-5-methyl-1,3-thiazol-4-yl)acetate), ClC1=CC=C(C=C1)S(=O)(=O)Cl (4-chlorobenzenesulfonyl chloride). Procedure: The title compound was prepared from methyl 2-(2-amino-5-methyl-1,3-thiazol-4-yl)acetate and 4-chlorobenzenesulfonyl chloride as described in the synthetic METHOD B to give a white solid (29.2 mg) with purity >90%. LCMS (pos) m/z 361.2. Reaction SMILES: [NH2:1][C:2]1[S:3][C:4]([CH3:12])=[C:5]([CH2:7][C:8]([O:10][CH3:11])=[O:9])[N:6]=1.[Cl:13][C:14]1[CH:19]=[CH:18][C:17]([S:20](Cl)(=[O:22])=[O:21])=[CH:16][CH:15]=1>>[Cl:13][C:14]1[CH:19]=[CH:18][C:17]([S:20]([NH:1][C:2]2[S:3][C:4]([CH3:12])=[C:5]([CH2:7][C:8]([O:10][CH3:11])=[O:9])[N:6]=2)(=[O:22])=[O:21])=[CH:16][CH:15]=1. The product is ClC1=CC=C(C=C1)S(=O)(=O)NC=1SC(=C(N1)CC(=O)OC)C (Methyl (2-{[(4-chlorophenyl)sulfonyl]amino}-5-methyl-1,3-thiazol-4-yl)acetate), solid.